Dataset: the Open Reaction Database (ORD), a public repository of structured organic reaction records. Task: describe an organic reaction: reactants, conditions, products, and yield The reactants are BrC=1C=CC(=C(C=O)C1)OC1=CC(=C(C=C1)Cl)Cl (5-bromo-2-(3,4-dichlorophenoxy)-benzaldehyde), CN (methylamine). Reagents/catalysts: CC([O-])C.[Ti+4].CC([O-])C.CC([O-])C.CC([O-])C (titanium (IV) isopropoxide). The solvent is C(C)O (ethanol), C(C)O (ethanol). Conditions: time 5 minute. Yields the product BrC=1C=CC(=C(CNC)C1)OC1=CC(=C(C=C1)Cl)Cl (5-Bromo-2-(3,4-dichlorophenoxy)—N-methylbenzylamine). RXN SMILES: [CH3:1][NH2:2].[Br:3][C:4]1[CH:5]=[CH:6][C:7]([O:12][C:13]2[CH:18]=[CH:17][C:16]([Cl:19])=[C:15]([Cl:20])[CH:14]=2)=[C:8]([CH:11]=1)[CH:9]=O>C(O)C.CC(C)[O-].[Ti+4].CC(C)[O-].CC(C)[O-].CC(C)[O-]>[Br:3][C:4]1[CH:5]=[CH:6][C:7]([O:12][C:13]2[CH:18]=[CH:17][C:16]([Cl:19])=[C:15]([Cl:20])[CH:14]=2)=[C:8]([CH:11]=1)[CH2:9][NH:2][CH3:1] |f:3.4.5.6.7|. Reported procedure: Under N2, a solution of methylamine (2.9 mL, 5.8 mmol, 2.0 M solution in CH3OH) in 20 mL of ethanol was treated with titanium (IV) isopropoxide (1.7 mL, 5.8 mmol) at room temperature. After 5 min., a suspension of 5-bromo-2-(3,4-dichlorophenoxy)-benzaldehyde (1.0 g, 2.9 mmol, the title compound of Preparation 1) in 20 mL of ethanol was added and stirred for 16 hr at room temperature. Sodium borohydride (0.165 g, 4.4 mmol) was then added and stirring was continued for an additional 24 hr, at whic... Starting materials: C1CCOC1, C[Si](C)(C)[O-], COC(=O)COc1cc(CNC(C)c2cccc(Cl)c2)ccc1Cl, [K+]. The product is CC(NCc1ccc(Cl)c(OCC(=O)O)c1)c1cccc(Cl)c1. As a reaction SMILES: [CH2:31]1[O:32][CH2:33][CH2:34][CH2:35]1.[CH3:25][Si:26]([CH3:27])([CH3:28])[O-:29].[Cl:1][c:2]1[c:3]([O:4][CH2:5][C:6](=[O:7])[O:8][CH3:9])[cH:10][c:11]([CH2:14][NH:15][CH:16]([CH3:17])[c:18]2[cH:19][c:20]([Cl:24])[cH:21][cH:22][cH:23]2)[cH:12][cH:13]1.[K+:30]>>[Cl:1][c:2]1[c:3]([O:4][CH2:5][C:6](=[O:7])[OH:8])[cH:10][c:11]([CH2:14][NH:15][CH:16]([CH3:17])[c:18]2[cH:19][c:20]([Cl:24])[cH:21][cH:22][cH:23]2)[cH:12][cH:13]1.